From a dataset of the Open Reaction Database (ORD), a public repository of structured organic reaction records. describe an organic reaction: reactants, conditions, products, and yield Reactants: [Cl-].[Al+3].[Cl-].[Cl-] (Aluminum chloride), Cl (hydrochloric acid), BrCCCCCC(=O)Cl (6-bromocaproyl chloride), ClC=1C=C(C=CC1)OC (m-chloroanisole). Run in C(Cl)Cl (methylene dichloride), C(Cl)Cl (methylene dichloride). Yields the product COC1=C(C(=O)CCCCCBr)C=CC(=C1)Cl (5-(2-Methoxy-4-chlorobenzoyl)pentyl bromide). Reaction SMILES: [Cl-].[Al+3].[Cl-].[Cl-].[Br:5][CH2:6][CH2:7][CH2:8][CH2:9][CH2:10][C:11](Cl)=[O:12].[Cl:14][C:15]1[CH:16]=[C:17]([O:21][CH3:22])[CH:18]=[CH:19][CH:20]=1.Cl>C(Cl)Cl>[CH3:22][O:21][C:17]1[CH:16]=[C:15]([Cl:14])[CH:20]=[CH:19][C:18]=1[C:11]([CH2:10][CH2:9][CH2:8][CH2:7][CH2:6][Br:5])=[O:12] |f:0.1.2.3|. Procedure details: Aluminum chloride (70 g.) was added portionwise to a solution of 110 g. of 6-bromocaproyl chloride in 250 ml. of methylene dichloride. To the resulting solution was added slowly, with cooling and stirring, 72 g. of m-chloroanisole in 250 ml. of methylene dichloride. The reaction mixture was stirred for 1 hour and poured into 500 ml. of 2N hydrochloric acid and 500 ml. of ice. The organic layer was separated and the aqueous layer extracted with ether. The combined organic layers were washed with ... The reactants are C(C)(C)N(C(C)C)CC (N,N-diisopropylethyl-amine), C1(=CC=CC=C1)S(=O)(=O)Cl (benzenesulfonyl chloride), CC=1C=C(C=C(C1)NC1=NC=CC(=N1)C(F)(F)F)C1=CN=C(S1)C1(CCNCC1)O (4-[5-(3-methyl-5-{[4-(trifluoromethyl)pyrimidin-2-yl]amino}phenyl)-1,3-thiazol-2-yl]piperidin-4-ol). The solvent is C(Cl)Cl (CH2Cl2). Conditions: time 8 hour. The product is CC=1C=C(C=C(C1)NC1=NC=CC(=N1)C(F)(F)F)C1=CN=C(S1)C1(CCN(CC1)S(=O)(=O)C1=CC=CC=C1)O (4-[5-(3-methyl-5-{[4-(trifluoromethyl)pyrimidin-2-yl]amino}phenyl)-1,3-thiazol-2-yl]-1-(phenylsulfonyl)piperidin-4-ol). RXN SMILES: [CH3:1][C:2]1[CH:3]=[C:4]([C:19]2[S:23][C:22]([C:24]3([OH:30])[CH2:29][CH2:28][NH:27][CH2:26][CH2:25]3)=[N:21][CH:20]=2)[CH:5]=[C:6]([NH:8][C:9]2[N:14]=[C:13]([C:15]([F:18])([F:17])[F:16])[CH:12]=[CH:11][N:10]=2)[CH:7]=1.C(N(CC)C(C)C)(C)C.[C:40]1([S:46](Cl)(=[O:48])=[O:47])[CH:45]=[CH:44][CH:43]=[CH:42][CH:41]=1>C(Cl)Cl>[CH3:1][C:2]1[CH:3]=[C:4]([C:19]2[S:23][C:22]([C:24]3([OH:30])[CH2:25][CH2:26][N:27]([S:46]([C:40]4[CH:45]=[CH:44][CH:43]=[CH:42][CH:41]=4)(=[O:48])=[O:47])[CH2:28][CH2:29]3)=[N:21][CH:20]=2)[CH:5]=[C:6]([NH:8][C:9]2[N:14]=[C:13]([C:15]([F:17])([F:18])[F:16])[CH:12]=[CH:11][N:10]=2)[CH:7]=1. Procedure: 4-[5-(3-Methyl-5-{[4-(trifluoromethyl)pyrimidin-2-yl]amino}phenyl)-1,3-thiazol-2-yl]piperidin-4-ol (Example 46, 50 mg, 0.115 mmol) was dissolved in CH2Cl2 (1 mL). N,N-diisopropylethyl-amine (50 μL, 0.287 mmol) and benzenesulfonyl chloride (29 μL, 0.230 mmol) were added sequentially. The solution was stirred overnight at room temperature, then concentrated in vacuo on a Genevac. The resultant residue was dissolved in DMSO and purified via HPLC (48-82% CH3CN:H2O) to provide 4-[5-(3-methyl-5-{[4-(t... Starting materials: COC(=O)c1ccc(C(=O)NN)cc1[N+](=O)[O-], CC(=O)c1nn(C)c(-c2ccc(C(F)(F)F)cc2)c1O. Product: COC(=O)c1ccc(C(=O)NN=C(C)c2nn(C)c(-c3ccc(C(F)(F)F)cc3)c2O)cc1[N+](=O)[O-]. As a reaction SMILES: [N+:21](=[O:22])([O-:23])[c:24]1[c:25]([C:26](=[O:27])[O:28][CH3:29])[cH:30][cH:31][c:32]([C:34](=[O:35])[NH:36][NH2:37])[cH:33]1.[OH:1][c:2]1[c:3]([C:18]([CH3:19])=[O:20])[n:4][n:5]([CH3:17])[c:6]1-[c:7]1[cH:8][cH:9][c:10]([C:13]([F:14])([F:15])[F:16])[cH:11][cH:12]1>>[OH:1][c:2]1[c:3]([C:18]([CH3:19])=[N:37][NH:36][C:34]([c:32]2[cH:31][cH:30][c:25]([C:26](=[O:27])[O:28][CH3:29])[c:24]([N+:21](=[O:22])[O-:23])[cH:33]2)=[O:35])[n:4][n:5]([CH3:17])[c:6]1-[c:7]1[cH:8][cH:9][c:10]([C:13]([F:14])([F:15])[F:16])[cH:11][cH:12]1. Starting materials: O1COC2=C1C=CC(=C2)CC=2N=CNC2 (4-benzo[1,3]dioxol-5-ylmethyl-1H-imidazole), O1COC2=C1C=CC(=C2)CC=2N=CNC2 (4-benzo[1,3]dioxol-5-ylmethyl-1H-imidazole), C(=O)(O)[O-].[Na+] (NaHCO3), C1=CC=C(C=C1)OC(=S)Cl (Phenyl chlorothionoformate). Run in C1CCOC1 (THF), O (water), O (water). Conditions: time 3 hour. Product: solid, O1COC2=C1C=CC(=C2)CC=2NC(NC2)=S (4-benzo[1,3]dioxol-5-ylmethyl-1,3-dihydro-imidazole-2-thione). Isolated yield 36.0%. As a reaction SMILES: [O:1]1[C:5]2[CH:6]=[CH:7][C:8]([CH2:10][C:11]3[N:12]=[CH:13][NH:14][CH:15]=3)=[CH:9][C:4]=2[O:3][CH2:2]1.C([O-])(O)=O.[Na+].C1C=CC(OC(Cl)=[S:29])=CC=1>C1COCC1.O>[O:1]1[C:5]2[CH:6]=[CH:7][C:8]([CH2:10][C:11]3[NH:12][C:13](=[S:29])[NH:14][CH:15]=3)=[CH:9][C:4]=2[O:3][CH2:2]1 |f:1.2|. Reported procedure: A solution of 4-benzo[1,3]dioxol-5-ylmethyl-1H-imidazole (Intermediate D4) (0.24 g, 1.18 mmol) in THF (4 mL) and water (4 mL) was treated with NaHCO3 (1 g, 11.9 mmol) at rt for 10 m. Phenyl chlorothionoformate (0.42 mL, 3.1 mmol) was added and stirring was continued for 3 h. The mixture was diluted with water (10 mL) and extracted with ether (3×15 mL). The organic portions were combined, dried over MgSO4, filtered and freed of solvent. The residue was dissolved in MeOH (8 mL) and treated with NE...